From a dataset of the Open Reaction Database (ORD), a public repository of structured organic reaction records. describe an organic reaction: reactants, conditions, products, and yield Reaction SMILES: [NH2:1][C:2]1[CH:7]=[CH:6][CH:5]=[CH:4][C:3]=1[S:8]([NH:11][C:12]([NH:14][C:15]1[N:20]=[C:19]([O:21][CH3:22])[CH:18]=[C:17]([CH3:23])[N:16]=1)=[O:13])(=[O:10])=[O:9].[ClH:24]>>[ClH:24].[NH2:1][C:2]1[CH:7]=[CH:6][CH:5]=[CH:4][C:3]=1[S:8]([NH:11][C:12]([NH:14][C:15]1[N:20]=[C:19]([O:21][CH3:22])[CH:18]=[C:17]([CH3:23])[N:16]=1)=[O:13])(=[O:10])=[O:9] |f:2.3|. The product is Cl.NC1=C(C=CC=C1)S(=O)(=O)NC(=O)NC1=NC(=CC(=N1)OC)C (2-Amino-N-[(4-methoxy-6-methyl-2-pyrimidinyl)aminocarbonyl]benzenesulfonamide-Hydrochloride). Reported procedure: A suspension of 56 mg of 2-amino-N-[(4-methoxy-6-methyl-2-pyrimidinyl)aminocarbonyl]benzenesulfonamide in 5 ml of ethanolic HCl was gently heated on a steam bath for 5 minutes. The resulting white suspension was evaporated in vacuo to yield the hydrochloride m.p. 154-155 (dec.). Starting materials: NC1=C(C=CC=C1)S(=O)(=O)NC(=O)NC1=NC(=CC(=N1)OC)C (2-amino-N-[(4-methoxy-6-methyl-2-pyrimidinyl)aminocarbonyl]benzenesulfonamide), Cl (HCl). Starting materials: COC(=O)c1ccc(CP2(=O)OCC(C)(C)CO2)cc1, [Li+], C1COCCO1, [OH-]. The product is CC1(C)COP(=O)(Cc2ccc(C(=O)O)cc2)OC1. RXN SMILES: [CH3:1][O:2][C:3]([c:4]1[cH:5][cH:6][c:7]([CH2:10][P:11]2(=[O:19])[O:12][CH2:13][C:14]([CH3:17])([CH3:18])[CH2:15][O:16]2)[cH:8][cH:9]1)=[O:20].[Li+:22].[O:23]1[CH2:24][CH2:25][O:26][CH2:27][CH2:28]1.[OH-:21]>>[O:2]=[C:3]([c:4]1[cH:5][cH:6][c:7]([CH2:10][P:11]2(=[O:19])[O:12][CH2:13][C:14]([CH3:17])([CH3:18])[CH2:15][O:16]2)[cH:8][cH:9]1)[OH:20]. The reactants are CCc1cc(C(=O)c2ccccc2Cl)c(-n2c(C)nnc2CO)s1, Cc1ccc(S(=O)(=O)Cl)cc1, c1ccncc1. The product is CCc1cc(C(=O)c2ccccc2Cl)c(-n2c(C)nnc2COS(=O)(=O)c2ccc(C)cc2)s1. RXN SMILES: [OH:1][CH2:2][c:3]1[n:4][n:5][c:6]([CH3:24])[n:7]1-[c:8]1[s:9][c:10]([CH2:22][CH3:23])[cH:11][c:12]1[C:13]([c:14]1[c:15]([Cl:20])[cH:16][cH:17][cH:18][cH:19]1)=[O:21].[S:25](=[O:26])(=[O:27])([c:28]1[cH:29][cH:30][c:31]([CH3:32])[cH:33][cH:34]1)[Cl:35].[cH:36]1[cH:37][cH:38][n:39][cH:40][cH:41]1>>[O:1]([CH2:2][c:3]1[n:4][n:5][c:6]([CH3:24])[n:7]1-[c:8]1[s:9][c:10]([CH2:22][CH3:23])[cH:11][c:12]1[C:13]([c:14]1[c:15]([Cl:20])[cH:16][cH:17][cH:18][cH:19]1)=[O:21])[S:25](=[O:26])(=[O:27])[c:28]1[cH:29][cH:30][c:31]([CH3:32])[cH:33][cH:34]1. Starting materials: CCOC(=O)CC1Cc2ccc(OC)cc2Cc2c(C)cccc21, CCOC(=O)CC1Cc2ccc(OC)cc2Cc2ccccc21, CO. Product: CCOC(=O)CC1Cc2ccc(O)cc2Cc2c(C)cccc21. RXN SMILES: [CH3:1][O:2][c:3]1[cH:4][cH:5][c:6]2[c:7]([cH:24]1)[CH2:8][c:9]1[c:10]([cH:19][cH:20][cH:21][c:22]1[CH3:23])[CH:11]([CH2:13][C:14](=[O:15])[O:16][CH2:17][CH3:18])[CH2:12]2.[CH3:25][O:26][c:27]1[cH:28][cH:29][c:30]2[c:46]([cH:47]1)[CH2:45][c:44]1[c:39]([cH:40][cH:41][cH:42][cH:43]1)[CH:32]([CH2:33][C:34]([O:35][CH2:36][CH3:37])=[O:38])[CH2:31]2.[CH3:48][OH:49]>>[OH:2][c:3]1[cH:4][cH:5][c:6]2[c:7]([cH:24]1)[CH2:8][c:9]1[c:10]([cH:19][cH:20][cH:21][c:22]1[CH3:23])[CH:11]([CH2:13][C:14](=[O:15])[O:16][CH2:17][CH3:18])[CH2:12]2. Starting materials: C1COCCN1, COC(=O)c1ccc(F)cc1, O. The product is COC(=O)c1ccc(N2CCOCC2)cc1. RXN SMILES: [CH2:1]1[CH2:2][O:3][CH2:4][CH2:5][NH:6]1.[CH3:7][O:8][C:9]([c:10]1[cH:11][cH:12][c:13]([F:16])[cH:14][cH:15]1)=[O:17].[OH2:18]>>[CH2:1]1[CH2:2][O:3][CH2:4][CH2:5][N:6]1[c:13]1[cH:12][cH:11][c:10]([C:9]([O:8][CH3:7])=[O:17])[cH:15][cH:14]1. Reactants: ClCC#N (chloroacetonitrile), C([O-])([O-])=O.[K+].[K+] (potassium carbonate), [I-].[K+] (potassium iodide), S1CCCC2=CC=CC(=C12)O (8-thiochromanol). Run in CN(C=O)C (dimethylformamide), CN(C=O)C (DMF). Reaction conditions: temperature 60 celsius. Product: S1CCCC2=CC=CC(=C12)OCC#N (2-(thiochroman-8-yl-oxy)acetonitrile). The yield is 98.8%. RXN SMILES: [S:1]1[C:10]2[C:5](=[CH:6][CH:7]=[CH:8][C:9]=2[OH:11])[CH2:4][CH2:3][CH2:2]1.C(=O)([O-])[O-].[K+].[K+].[I-].[K+].Cl[CH2:21][C:22]#[N:23]>CN(C)C=O>[S:1]1[C:10]2[C:5](=[CH:6][CH:7]=[CH:8][C:9]=2[O:11][CH2:21][C:22]#[N:23])[CH2:4][CH2:3][CH2:2]1 |f:1.2.3,4.5|. Procedure: Under argon, 2 g (12.03 mmol) of 8-thiochromanol are dissolved in 15 cm3 of DMF. 5 g (36.09 mmol) of potassium carbonate and a catalytic amount of potassium iodide are added. Then 5.45 g (72.18 mmol) of chloroacetonitrile dissolved in 5 cm3 of dimethylformamide (DMF) are added dropwise. The mixture is heated at 60° C. for 4 hours, and then the solvent is evaporated off. The residue is taken up in H2O and extracted with methylene chloride and then dried over MgSO4. After evaporation, the product ... Reactants: OP(=O)([O-])[O-].[K+].[K+] (K2HPO4), OP(=O)(O)[O-].[K+] (KH2PO4), BrCC=1C=C2C(N(C(C2=CC1)=O)CCC(=O)OCC)=O (Ethyl 3-[5-bromomethyl-1,3-dioxo-1,3-dihydro-2H-isoindol-2-yl]propionate). Solvent: O (water), CS(=O)C (DMSO). Run at temperature 80 celsius, time 5 hour. Yields the product C(=O)C=1C=C2C(N(C(C2=CC1)=O)CCC(=O)OCC)=O (Ethyl 3-[5-formyl-1,3-dioxo-1,3-dihydro-2H-isoindol-2-yl]propionate). Reaction SMILES: Br[CH2:2][C:3]1[CH:4]=[C:5]2[C:9](=[CH:10][CH:11]=1)[C:8](=[O:12])[N:7]([CH2:13][CH2:14][C:15]([O:17][CH2:18][CH3:19])=[O:16])[C:6]2=[O:20].[OH:21]P([O-])([O-])=O.[K+].[K+].OP([O-])(O)=O.[K+]>CS(C)=O.O>[CH:2]([C:3]1[CH:4]=[C:5]2[C:9](=[CH:10][CH:11]=1)[C:8](=[O:12])[N:7]([CH2:13][CH2:14][C:15]([O:17][CH2:18][CH3:19])=[O:16])[C:6]2=[O:20])=[O:21] |f:1.2.3,4.5|. Procedure details: The crude material from step 2 was dissolved in DMSO (70 mL). Powdered K2HPO4 (18 g, 0.10 mol) and KH2PO4 (7 g, 0.05 mol) were added. The mixture was stirred at 80° C. for 5 hours, diluted with water (500 mL), and extracted with ethyl acetate (3×100 mL). The combined organic extracts were dried (MgSO4), and concentrated. After column chromatography (hexane, ethyl acetate 3:1) 4.8 g of the title compound was obtained. The reactants are O=C1CCC(=O)N1Cl, ON=CC1COC2(CCCCC2)O1, CN(C)C=O, O. Yields the product ON=C(Cl)C1COC2(CCCCC2)O1. Reaction SMILES: [Cl:14][N:15]1[C:16](=[O:17])[CH2:18][CH2:19][C:20]1=[O:21].[O:1]1[CH:2]([CH:11]=[N:12][OH:13])[CH2:3][O:4][C:5]12[CH2:6][CH2:7][CH2:8][CH2:9][CH2:10]2.[O:23]=[CH:24][N:25]([CH3:26])[CH3:27].[OH2:22]>>[O:1]1[CH:2]([C:11](=[N:12][OH:13])[Cl:14])[CH2:3][O:4][C:5]12[CH2:6][CH2:7][CH2:8][CH2:9][CH2:10]2. Procedure details: To a solution of 27 parts of triphenylphosphine in a mixture of 195 parts of acetonitrile with 400 parts of carbon tetrachloride is added 12 parts of a 1:1 solvate of 2,3-dihydro-8-nitro-3-oxo-5H-pyrido[3,4-b][1,4]benzothiazine-4-carbonitrile 10-oxide with N,N-dimethylformamide. The resultant mixture is heated at the boiling point under reflux with stirring for 15 minutes, then chilled. The precipitate which forms is isolated by filtration and recrystallized from a mixture of N,N-dimethylformami... The reactants are 27, C1(=CC=CC=C1)P(C1=CC=CC=C1)C1=CC=CC=C1 (triphenylphosphine), 195, C(C)#N (acetonitrile), C(Cl)(Cl)(Cl)Cl (carbon tetrachloride), [N+](=O)([O-])C1=CC2=C(NC=3C(S2=O)=CNC(C3C#N)=O)C=C1 (2,3-dihydro-8-nitro-3-oxo-5H-pyrido[3,4-b][1,4]benzothiazine-4-carbonitrile 10-oxide), resultant mixture. The solvent is CN(C=O)C (N,N-dimethylformamide). As a reaction SMILES: C1(P(C2C=CC=CC=2)C2C=CC=CC=2)C=CC=CC=1.C(#N)C.C(Cl)(Cl)(Cl)Cl.[N+:28]([C:31]1[CH:48]=[CH:47][C:34]2[NH:35][C:36]3[C:37](=[CH:40][NH:41][C:42](=[O:46])[C:43]=3[C:44]#[N:45])[S:38](=O)[C:33]=2[CH:32]=1)([O-:30])=[O:29]>CN(C)C=O>[N+:28]([C:31]1[CH:48]=[CH:47][C:34]2[NH:35][C:36]3[C:37](=[CH:40][NH:41][C:42](=[O:46])[C:43]=3[C:44]#[N:45])[S:38][C:33]=2[CH:32]=1)([O-:30])=[O:29]. The product is [N+](=O)([O-])C1=CC2=C(NC=3C(S2)=CNC(C3C#N)=O)C=C1 (2,3-dihydro-8-nitro-3-oxo-5H-pyrido[3,4-b][1,4]benzothiazine-4-carbonitrile). Run at time 15 minute. Yields the product COc1ccc(-c2c(C=CC(=O)O)ccc3cc(OC)ccc23)cc1. RXN SMILES: [CH3:1][O:2][C:3]([CH:4]=[CH:5][c:6]1[c:7](-[c:18]2[cH:19][cH:20][c:21]([O:24][CH3:25])[cH:22][cH:23]2)[c:8]2[cH:9][cH:10][c:11]([O:16][CH3:17])[cH:12][c:13]2[cH:14][cH:15]1)=[O:26].[CH3:29][OH:30].[Na+:28].[OH-:27]>>[O:2]=[C:3]([CH:4]=[CH:5][c:6]1[c:7](-[c:18]2[cH:19][cH:20][c:21]([O:24][CH3:25])[cH:22][cH:23]2)[c:8]2[cH:9][cH:10][c:11]([O:16][CH3:17])[cH:12][c:13]2[cH:14][cH:15]1)[OH:26]. The reactants are COC(=O)C=Cc1ccc2cc(OC)ccc2c1-c1ccc(OC)cc1, CO, [Na+], [OH-].